From a dataset of the Open Reaction Database (ORD), a public repository of structured organic reaction records. describe an organic reaction: reactants, conditions, products, and yield Starting materials: C([O-])(O)=O.[Na+] (sodium bicarbonate), [H-].[Li+] (lithium hydride), CC1([C@@H]([C@H]1C=O)C(=O)O)C ((1R,trans) 2,2-dimethyl-3-formyl-cyclopropane-carboxylic acid), COCCl (chloromethyl methyl ether). Solvent: O (water), O1CCCC1 (tetrahydrofuran). Conditions: temperature 15 celsius, time 30 minute. Yields the product CC1([C@@H]([C@H]1C=O)C(=O)OCOC)C (methoxymethyl (1R,trans) 2,2-dimethyl-3-formyl-cyclopropane-carboxylate). Isolated yield 45.2%. Reaction SMILES: [H-].[Li+].[CH3:3][C:4]1([CH3:12])[C@H:6]([CH:7]=[O:8])[C@H:5]1[C:9]([OH:11])=[O:10].[CH3:13][O:14][CH2:15]Cl.C(=O)(O)[O-].[Na+]>O.O1CCCC1>[CH3:3][C:4]1([CH3:12])[C@H:6]([CH:7]=[O:8])[C@H:5]1[C:9]([O:11][CH2:13][O:14][CH3:15])=[O:10] |f:0.1,4.5|. Procedure details: A mixture of 1.64 g of lithium hydride and 25.6 g of (1R,trans) 2,2-dimethyl-3-formyl-cyclopropane-carboxylic acid and 25 ml of tetrahydrofuran was stirred at 15° C. for 30 minutes and then 18.2 g of a freshly prepared chloromethyl methyl ether (0.225 mols) were added thereto. The mixture was stirred at 20° C. for 4 hours and was then poured into a mixture of ice, water and sodium bicarbonate with stirring. The mixture was extracted with isopropyl ether and the organic phase was evaporated to dr...